From a dataset of the Open Reaction Database (ORD), a public repository of structured organic reaction records. describe an organic reaction: reactants, conditions, products, and yield Procedure: The product from Example 91A (0.43 g, 1.752 mmol) and 0.5 M sodium methoxide in methanol (15 mL, 7.50 mmol) were combined in a sealed microwave tube, heated by microwave at 130° C. for 45 minutes, cooled and concentrated. The residue was partitioned between ethyl acetate and water adjusting the pH to 7 with 1 M HCl. The organic layer was washed with saturated aqueous sodium chloride, dried (anhydrous Na2SO4), filtered, and concentrated to afford the title compound (0.41 g, 97%). As a reaction SMILES: [Br:1][C:2]1[CH:3]=[C:4]2[CH:11]=[CH:10][N:9]([CH3:12])[C:5]2=[C:6](Cl)[N:7]=1.[CH3:13][O-:14].[Na+].CO>>[Br:1][C:2]1[CH:3]=[C:4]2[CH:11]=[CH:10][N:9]([CH3:12])[C:5]2=[C:6]([O:14][CH3:13])[N:7]=1 |f:1.2|. Isolated yield 97.0%. Reaction conditions: temperature 130 celsius. Reactants: BrC=1C=C2C(=C(N1)Cl)N(C=C2)C (5-bromo-7-chloro-1-methyl-1H-pyrrolo[2,3-c]pyridine), C[O-].[Na+] (sodium methoxide), CO (methanol). The product is BrC=1C=C2C(=C(N1)OC)N(C=C2)C (5-bromo-7-methoxy-1-methyl-1H-pyrrolo[2,3-c]pyridine). Reactants: [N+](=O)([O-])C=1C=C(C=CC1)N1C(NC(C2=CC=CC=C12)=O)=O (1-(m-nitrophenyl)quinazoline-2,4(1H, 3H)-dione), CN(C=O)C (dimethylformamide), [O-]CC.[Na+] (sodium ethoxide), C1(CC1)CBr (cyclopropylmethyl bromide). Solvent: O (water). Conditions: time 30 minute. The product is [N+](=O)([O-])C=1C=C(C=CC1)N1C(N(C(C2=CC=CC=C12)=O)CC1CC1)=O (1-(m-nitrophenyl)-3-cyclopropylmethyl-quinazoline- 2,4(1H, 3H)-dione). Isolated yield 93.0%. RXN SMILES: [N+:1]([C:4]1[CH:5]=[C:6]([N:10]2[C:19]3[C:14](=[CH:15][CH:16]=[CH:17][CH:18]=3)[C:13](=[O:20])[NH:12][C:11]2=[O:21])[CH:7]=[CH:8][CH:9]=1)([O-:3])=[O:2].CN(C)C=O.[O-]CC.[Na+].[CH:31]1([CH2:34]Br)[CH2:33][CH2:32]1>O>[N+:1]([C:4]1[CH:5]=[C:6]([N:10]2[C:19]3[C:14](=[CH:15][CH:16]=[CH:17][CH:18]=3)[C:13](=[O:20])[N:12]([CH2:34][CH:31]3[CH2:33][CH2:32]3)[C:11]2=[O:21])[CH:7]=[CH:8][CH:9]=1)([O-:3])=[O:2] |f:2.3|. Procedure: To a solution of 2.8 g of 1-(m-nitrophenyl)quinazoline-2,4(1H, 3H)-dione and 30 ml of dimethylformamide was added 1.4 g of sodium ethoxide, and the whole was stirred for 30 minutes at room temperature. To this was further added 4.1 g of cyclopropylmethyl bromide, and the mixture was reacted for 2 hours at room temperature. Then, the solvent was distilled off from the resulting mixture under reduced pressure to leave a residue, to which was added water to precipitate a crude product. Recrystalliz... Starting materials: solution, B(F)(F)F (BF3), C(#N)N1C2=C(C=C(C3=C1C=CC=C3)[N+](=O)[O-])C=CC=C2 (5-cyano-10-nitro-5H-dibenz[b,f]azepine), C(C)(=O)O (acetic acid), C(C)(=O)O (acetic acid), O (water). The reagents and catalysts are [Fe] (iron). Run at time 15 minute. The product is C(N)(=O)N1C2=C(CC(C3=C1C=CC=C3)=O)C=CC=C2 (5-carbamoyl-10-oxo-10,11-dihydro-5H-dibenz[b,f]azepine). Reaction SMILES: B(F)(F)F.[C:5]([N:7]1[C:13]2C=[CH:15][CH:16]=[CH:17][C:12]=2C([N+]([O-])=O)=[CH:10][C:9]2[CH:21]=[CH:22][CH:23]=[CH:24][C:8]1=2)#[N:6].[OH2:25].[C:26]([OH:29])(=O)[CH3:27]>[Fe]>[C:5]([N:7]1[C:13]2[CH:12]=[CH:17][CH:16]=[CH:15][C:27]=2[C:26](=[O:29])[CH2:10][C:9]2[CH:21]=[CH:22][CH:23]=[CH:24][C:8]1=2)(=[O:25])[NH2:6]. Procedure details: 50 ml of a solution of 15% by weight of BF3 in acetic acid (=0.11 mole) are added to a suspension of 26.3 g (0.1 mole) of 5-cyano-10-nitro-5H-dibenz[b,f]azepine in 100 ml of acetic acid at room temperature. In the course of this the temperature rises slowly to 34° with complete dissolution of the starting material. 30 ml of water are added at 30° in the course of 5 minutes, resulting in a further increase in temperature to 37°. At this temperature 40 g of iron powder are added in portions over a... As a reaction SMILES: [CH3:24][CH2:25][OH:26].[NH2:19][CH2:20][CH:21]([CH3:22])[OH:23].[O:1]=[C:2]([C:3]([O:5][CH2:4][CH3:6])=[O:7])[NH:8][c:9]1[cH:10][c:11]([C:15]([F:16])([F:17])[F:18])[cH:12][cH:13][cH:14]1>>[O:1]=[C:2]([C:3](=[O:5])[NH:19][CH2:20][CH:21]([CH3:22])[OH:23])[NH:8][c:9]1[cH:10][c:11]([C:15]([F:16])([F:17])[F:18])[cH:12][cH:13][cH:14]1. The reactants are CCO, CC(O)CN, CCOC(=O)C(=O)Nc1cccc(C(F)(F)F)c1. Product: CC(O)CNC(=O)C(=O)Nc1cccc(C(F)(F)F)c1. The reactants are FC(F)(F)c1ccc(-c2cc(C(F)(F)F)nc(-c3cccc(Br)n3)n2)cc1, CC(C)(C)NS(=O)(=O)c1cccc(B(O)O)c1. Product: CC(C)(C)NS(=O)(=O)c1cccc(-c2cccc(-c3nc(-c4ccc(C(F)(F)F)cc4)cc(C(F)(F)F)n3)n2)c1. Reaction SMILES: [Br:1][c:2]1[cH:3][cH:4][cH:5][c:6](-[c:8]2[n:9][c:10](-[c:18]3[cH:19][cH:20][c:21]([C:24]([F:25])([F:26])[F:27])[cH:22][cH:23]3)[cH:11][c:12]([C:14]([F:15])([F:16])[F:17])[n:13]2)[n:7]1.[C:28]([CH3:29])([CH3:30])([CH3:31])[NH:32][S:33](=[O:34])(=[O:35])[c:36]1[cH:37][c:38]([B:42]([OH:43])[OH:44])[cH:39][cH:40][cH:41]1>>[c:2]1(-[c:38]2[cH:37][c:36]([S:33]([NH:32][C:28]([CH3:29])([CH3:30])[CH3:31])(=[O:34])=[O:35])[cH:41][cH:40][cH:39]2)[cH:3][cH:4][cH:5][c:6](-[c:8]2[n:9][c:10](-[c:18]3[cH:19][cH:20][c:21]([C:24]([F:25])([F:26])[F:27])[cH:22][cH:23]3)[cH:11][c:12]([C:14]([F:15])([F:16])[F:17])[n:13]2)[n:7]1. The reactants are O=C1NC=NC2=CC=C(C=C12)C(=O)O (4-oxo-3,4-dihydroquinazoline-6-carboxylic acid), CO (methanol), S(=O)(Cl)Cl (thionyl chloride). Run at temperature 80 celsius. Yields the product O=C1NC=NC2=CC=C(C=C12)C(=O)OC (methyl 4-oxo-3,4-dihydroquinazoline-6-carboxylate). As a reaction SMILES: [O:1]=[C:2]1[C:11]2[C:6](=[CH:7][CH:8]=[C:9]([C:12]([OH:14])=[O:13])[CH:10]=2)[N:5]=[CH:4][NH:3]1.S(Cl)(Cl)=O.[CH3:19]O>>[O:1]=[C:2]1[C:11]2[C:6](=[CH:7][CH:8]=[C:9]([C:12]([O:14][CH3:19])=[O:13])[CH:10]=2)[N:5]=[CH:4][NH:3]1. Reported procedure: To a mixture of 4-oxo-3,4-dihydroquinazoline-6-carboxylic acid (2.5 g, 13.15 mmol) in methanol (80 mL) was added thionyl chloride (2.5 mL) at 5° C. The mixture was refluxed at 80° C. over night. The reaction mixture was concentrated under vacuum and crude taken in ethyl acetate. The organic layer was washed with 10% aqueous NaHCO3, water, brine and dried. The solvent was removed to give methyl 4-oxo-3,4-dihydroquinazoline-6-carboxylate in 55% as solid. Starting materials: C(C)O (ethanol), N[C@H]1CSC2=C(N(C1=O)CC(=O)OC(C)(C)C)C=CC=C2 (tert-butyl 3(R)-amino-4-oxo-2,3,4,5-tetrahydro-1,5-benzothiazepine-5-acetate), CC1=CC=C(C=C1)CCC(C(=O)OCC)=O (ethyl 4-(p-methylphenyl)-2-oxobutyrate), 4A. Reagents/catalysts: [C].[Pd] (palladium carbon). The solvent is C(C)(=O)O (acetic acid). Run at time 1 hour. Product: C(C)OC(=O)C(CCC1=CC=C(C=C1)C)N[C@H]1CSC2=C(N(C1=O)CC(=O)OC(C)(C)C)C=CC=C2 (tert-butyl 3(R)-[1-ethoxycarbonyl-3-(p-tolyl)propyl]amino-4-oxo-2,3,4,5-tetrahydro-1,5-benzothiazepine-5-acetate). The yield is 18.0%. RXN SMILES: C(O)C.[NH2:4][C@@H:5]1[C:11](=[O:12])[N:10]([CH2:13][C:14]([O:16][C:17]([CH3:20])([CH3:19])[CH3:18])=[O:15])[C:9]2[CH:21]=[CH:22][CH:23]=[CH:24][C:8]=2[S:7][CH2:6]1.[CH3:25][C:26]1[CH:31]=[CH:30][C:29]([CH2:32][CH2:33][C:34](=O)[C:35]([O:37][CH2:38][CH3:39])=[O:36])=[CH:28][CH:27]=1>[C].[Pd].C(O)(=O)C>[CH2:38]([O:37][C:35]([CH:34]([NH:4][C@@H:5]1[C:11](=[O:12])[N:10]([CH2:13][C:14]([O:16][C:17]([CH3:19])([CH3:20])[CH3:18])=[O:15])[C:9]2[CH:21]=[CH:22][CH:23]=[CH:24][C:8]=2[S:7][CH2:6]1)[CH2:33][CH2:32][C:29]1[CH:28]=[CH:27][C:26]([CH3:25])=[CH:31][CH:30]=1)=[O:36])[CH3:39] |f:3.4|. Reported procedure: A mixture of 50 ml of ethanol, 1 g of tert-butyl 3(R)-amino-4-oxo-2,3,4,5-tetrahydro-1,5-benzothiazepine-5-acetate, 0.4 g of acetic acid, 3.6 g of ethyl 4-(p-methylphenyl)-2-oxobutyrate and 5 g of molecular sieve 4A is stirred at room temperature for 1 hour, and the mixture is subjected to catalytic reduction over 0.5 g of 5% palladium carbon, at ordinary temperature and at atmospheric pressure. After 7 hours, the catalyst is filtered off and the mixture is concentrated. The residue is treated w... Reactants: CC(C)(C)[S@@](=O)N ((R)-(+)-2-Methyl-2-propanesulfinamide), FC(C=1C=C(C=C(C1)C(F)(F)F)[C@@H](C)N(C(=O)N1[C@H](CC(CC1)=O)C1=C(C=C(C=C1)F)C)C)(F)F ((2R)—N-{(1R)-1-[3,5-bis(trifluoromethyl)phenyl]ethyl}-2-(4-fluoro-2-methylphenyl)-N-methyl-4-oxo-1-piperidinecarboxamide). Reagents/catalysts: [O-]CC.[Ti+4].[O-]CC.[O-]CC.[O-]CC (Titanium(IV) ethoxide). The solvent is C1CCOC1 (THF), C(Cl)Cl (DCM), [Cl-].[Na+].O (brine). Run at time 3 hour. The product is FC(C=1C=C(C=C(C1)C(F)(F)F)[C@@H](C)N(C(=O)N1[C@H](CC(CC1)=NS(=O)C(C)(C)C)C1=C(C=C(C=C1)F)C)C)(F)F ((2R)—N-{(1R)-1-[3,5-bis(trifluoromethyl)phenyl}ethyl]-4-{[(1,1-dimethylethyl)sulfinyl]imino}-2-(4-fluoro-2-methylphenyl)-N-methyl-1-piperidinecarboxamide). Isolated yield 45.6%. Reaction SMILES: [F:1][C:2]([F:35])([F:34])[C:3]1[CH:4]=[C:5]([C@H:13]([N:15]([CH3:33])[C:16]([N:18]2[CH2:23][CH2:22][C:21](=O)[CH2:20][C@@H:19]2[C:25]2[CH:30]=[CH:29][C:28]([F:31])=[CH:27][C:26]=2[CH3:32])=[O:17])[CH3:14])[CH:6]=[C:7]([C:9]([F:12])([F:11])[F:10])[CH:8]=1.[CH3:36][C:37]([S@:40]([NH2:42])=[O:41])([CH3:39])[CH3:38]>C1COCC1.C(Cl)Cl.[Cl-].[Na+].O.[O-]CC.[Ti+4].[O-]CC.[O-]CC.[O-]CC>[F:12][C:9]([F:11])([F:10])[C:7]1[CH:6]=[C:5]([C@H:13]([N:15]([CH3:33])[C:16]([N:18]2[CH2:23][CH2:22][C:21](=[N:42][S:40]([C:37]([CH3:39])([CH3:38])[CH3:36])=[O:41])[CH2:20][C@@H:19]2[C:25]2[CH:30]=[CH:29][C:28]([F:31])=[CH:27][C:26]=2[CH3:32])=[O:17])[CH3:14])[CH:4]=[C:3]([C:2]([F:34])([F:1])[F:35])[CH:8]=1 |f:4.5.6,7.8.9.10.11|. Procedure details: To a solution of (2R)—N-{(1R)-1-[3,5-bis(trifluoromethyl)phenyl]ethyl}-2-(4-fluoro-2-methylphenyl)-N-methyl-4-oxo-1-piperidinecarboxamide (WO0232867) (4 g, 7.93 mmol) and Titanium(IV) ethoxide (8 mL) in THF (10 mL) was added at 25° C., under Nitrogen, (R)-(+)-2-Methyl-2-propanesulfinamide (1.15 g, 9.52 mmol, Aldrich) and the reaction mixture was heated to 100° C. It was stirred at this temperature for 3 hrs, then it was diluted with DCM and brine (2 mL) was added. A white precipitate was formed ... Starting materials: CN(CCCN=C=NCC)C (1-[3-(Dimethylamino)propyl]-3-ethylcarbodiimide), NC=1C(=CC(=NC1)NC1=NC=C(N=C1)C#N)OCC1CCN(CC1)C(=O)OC(C)(C)C (tert-butyl 4-((5-amino-2-(5-cyanopyrazin-2-ylamino)pyridin-4-yloxy)methyl)piperidine-1-carboxylate), CN(CC(=O)O)C (N,N-dimethylglycine), O.ON1N=NC2=C1C=CC=C2 (1-hydroxybenzotriazole hydrate), C(C)N(C(C)C)C(C)C (N-ethyldiisopropylamine). Run in CN(C)C=O (DMF). Run at time 8 hour. Product: C(#N)C=1N=CC(=NC1)NC1=NC=C(C(=C1)OCC1CCN(CC1)C(=O)OC(C)(C)C)NC(CN(C)C)=O (tert-butyl 4-((2-(5-cyanopyrazin-2-ylamino)-5-(2-(dimethylamino)acetamido)pyridin-4-yloxy)methyl)piperidine-1-carboxylate). Isolated yield 14.2%. Reaction SMILES: CN(C)CCCN=C=NCC.[NH2:12][C:13]1[C:14]([O:28][CH2:29][CH:30]2[CH2:35][CH2:34][N:33]([C:36]([O:38][C:39]([CH3:42])([CH3:41])[CH3:40])=[O:37])[CH2:32][CH2:31]2)=[CH:15][C:16]([NH:19][C:20]2[CH:25]=[N:24][C:23]([C:26]#[N:27])=[CH:22][N:21]=2)=[N:17][CH:18]=1.[CH3:43][N:44]([CH3:49])[CH2:45][C:46](O)=[O:47].O.ON1C2C=CC=CC=2N=N1.C(N(C(C)C)C(C)C)C>CN(C=O)C>[C:26]([C:23]1[N:24]=[CH:25][C:20]([NH:19][C:16]2[CH:15]=[C:14]([O:28][CH2:29][CH:30]3[CH2:35][CH2:34][N:33]([C:36]([O:38][C:39]([CH3:42])([CH3:41])[CH3:40])=[O:37])[CH2:32][CH2:31]3)[C:13]([NH:12][C:46](=[O:47])[CH2:45][N:44]([CH3:49])[CH3:43])=[CH:18][N:17]=2)=[N:21][CH:22]=1)#[N:27] |f:3.4|. Procedure: 1-[3-(Dimethylamino)propyl]-3-ethylcarbodiimide (95 mg, 0.49 mmol) was added to a solution of tert-butyl 4-((5-amino-2-(5-cyanopyrazin-2-ylamino)pyridin-4-yloxy)methyl)piperidine-1-carboxylate (140 mg, 0.33 mmol), N,N-dimethylglycine (51 mg, 0.49 mmol), 1-hydroxybenzotriazole hydrate (76 mg, 0.49 mmol) and N-ethyldiisopropylamine (86 μL, 0.49 mmol) in DMF (4 mL). The mixture was stirred overnight at room temperature then partitioned between ethyl acetate and water. The organic phase was washed s... The reactants are CCCCOC(=O)c1ccc(CN(CC)CC)o1, N. The product is CCN(CC)Cc1ccc(C(N)=O)o1. As a reaction SMILES: [CH2:1]([CH3:2])[N:3]([CH2:4][CH3:5])[CH2:6][c:7]1[cH:8][cH:9][c:10]([C:12]([O:14][CH2:13][CH2:15][CH2:16][CH3:17])=[O:18])[o:11]1.[NH3:19]>>[CH2:1]([CH3:2])[N:3]([CH2:4][CH3:5])[CH2:6][c:7]1[cH:8][cH:9][c:10]([C:12](=[O:14])[NH2:19])[o:11]1.